From a dataset of the Open Reaction Database (ORD), a public repository of structured organic reaction records. describe an organic reaction: reactants, conditions, products, and yield The reactants are C(C)(=O)C1=NC=C(C(=C1)N1C(C(=C(C=C1)O)Cl)=O)C (2′-acetyl-3-chloro-4-hydroxy-5′-methyl-[1,4′]bipyridinyl-2-one), ClCC1=NC=C(C=C1F)F (2-chloromethyl-3,5-difluoro-pyridine), C([O-])([O-])=O.[K+].[K+] (potassium carbonate). Reagents/catalysts: C1COCCOCCOCCOCCOCCO1 (18-crown-6). Run in CN(C=O)C (N,N-dimethylformamide). Conditions: temperature 60 celsius, time 4 hour. Product: C(C)(=O)C1=NC=C(C(=C1)N1C(C(=C(C=C1)OCC1=NC=C(C=C1F)F)Cl)=O)C (2′-acetyl-3-chloro-4-(3,5-difluoro-pyridin-2-ylmethoxy)-5′-methyl-[1,4]bipyridinyl-2-one). RXN SMILES: [C:1]([C:4]1[CH:9]=[C:8]([N:10]2[CH:15]=[CH:14][C:13]([OH:16])=[C:12]([Cl:17])[C:11]2=[O:18])[C:7]([CH3:19])=[CH:6][N:5]=1)(=[O:3])[CH3:2].Cl[CH2:21][C:22]1[C:27]([F:28])=[CH:26][C:25]([F:29])=[CH:24][N:23]=1.C(=O)([O-])[O-].[K+].[K+]>CN(C)C=O.C1OCCOCCOCCOCCOCCOC1>[C:1]([C:4]1[CH:9]=[C:8]([N:10]2[CH:15]=[CH:14][C:13]([O:16][CH2:21][C:22]3[C:27]([F:28])=[CH:26][C:25]([F:29])=[CH:24][N:23]=3)=[C:12]([Cl:17])[C:11]2=[O:18])[C:7]([CH3:19])=[CH:6][N:5]=1)(=[O:3])[CH3:2] |f:2.3.4|. Procedure: To a solution of 2′-acetyl-3-chloro-4-hydroxy-5′-methyl-[1,4′]bipyridinyl-2-one of part D (500 mg, 1.7 mmol) in N,N-dimethylformamide (3 mL) was added 2-chloromethyl-3,5-difluoro-pyridine (277 mg, 1.7 mmol), potassium carbonate (590 mg, 4.28 mmol) and 18-crown-6 (10 mg) and the reaction was stirred at 60° C. for 4 h. After cooling the solution was partitioned between ethyl acetate and water. The organic layer was washed with water and brine and dried over magnesium sulfate. The solution was filt...